From a dataset of the Open Reaction Database (ORD), a public repository of structured organic reaction records. describe an organic reaction: reactants, conditions, products, and yield Reactants: CCOC(=O)C(C(=O)OCC)C(=O)c1ccc(I)cc1Cl, O, Cc1ccc(S(=O)(=O)O)cc1. The product is CCOC(=O)CC(=O)c1ccc(I)cc1Cl. RXN SMILES: [Cl:1][c:2]1[c:3]([C:4](=[O:5])[CH:6]([C:7](=[O:8])[O:9][CH2:10][CH3:11])[C:12]([O:13][CH2:14][CH3:15])=[O:16])[cH:17][cH:18][c:19]([I:21])[cH:20]1.[OH2:33].[c:22]1([CH3:23])[cH:24][cH:25][c:26]([S:27]([OH:28])(=[O:29])=[O:30])[cH:31][cH:32]1>>[Cl:1][c:2]1[c:3]([C:4](=[O:5])[CH2:6][C:7](=[O:8])[O:9][CH2:10][CH3:11])[cH:17][cH:18][c:19]([I:21])[cH:20]1. Starting materials: C(C(C)C)N1C2=NC(=NC(=C2N=C1N1C[C@H](NCC1)C)N1CCOCC1)C=1C=NC(=NC1)N (5-{9-Isobutyl-8-[(3R)-3-methylpiperazin-1-yl]-6-morpholin-4-yl-9H-purin-2-yl}pyrimidin-2-amine), C1(CCCCC1)N=C=NC1CCCCC1 (dicyclohexylcarbodiimide), ON1N=NC2=C1C=CC=C2 (1-hydroxybenzotriazole), O[C@H](CC(=O)O)C ((S)-3-hydroxybutyric acid). The solvent is CN(C=O)C (dimethylformamide). Conditions: temperature 40 celsius, time 16 hour. Product: NC1=NC=C(C=N1)C1=NC(=C2N=C(N(C2=N1)CC(C)C)N1C[C@H](N(CC1)C(C[C@H](C)O)=O)C)N1CCOCC1 ((2S)-4-{(2R)-4-[2-(2-Aminopyrimidin-5-yl)-9-isobutyl-6-morpholin-4-yl-9H-purin-8-yl]-2-methylpiperazin-1-yl}-4-oxobutan-2-ol). Isolated yield 62.0%. Reaction SMILES: [CH2:1]([N:5]1[C:13]([N:14]2[CH2:19][CH2:18][NH:17][C@H:16]([CH3:20])[CH2:15]2)=[N:12][C:11]2[C:6]1=[N:7][C:8]([C:27]1[CH:28]=[N:29][C:30]([NH2:33])=[N:31][CH:32]=1)=[N:9][C:10]=2[N:21]1[CH2:26][CH2:25][O:24][CH2:23][CH2:22]1)[CH:2]([CH3:4])[CH3:3].C1(N=C=NC2CCCCC2)CCCCC1.ON1C2C=CC=CC=2N=N1.[OH:59][C@@H:60]([CH3:65])[CH2:61][C:62](O)=[O:63]>CN(C)C=O>[NH2:33][C:30]1[N:31]=[CH:32][C:27]([C:8]2[N:7]=[C:6]3[C:11]([N:12]=[C:13]([N:14]4[CH2:19][CH2:18][N:17]([C:62](=[O:63])[CH2:61][C@@H:60]([OH:59])[CH3:65])[C@H:16]([CH3:20])[CH2:15]4)[N:5]3[CH2:1][CH:2]([CH3:4])[CH3:3])=[C:10]([N:21]3[CH2:26][CH2:25][O:24][CH2:23][CH2:22]3)[N:9]=2)=[CH:28][N:29]=1. Procedure: 5-{9-Isobutyl-8-[(3R)-3-methylpiperazin-1-yl]-6-morpholin-4-yl-9H-purin-2-yl}pyrimidin-2-amine (230 mg, 0.5 mmol), dicyclohexylcarbodiimide (160 mg, 0.77 mmol), 1-hydroxybenzotriazole (70 mg, 0.51 mmol), and (S)-3-hydroxybutyric acid (107 mg, 1.0 mmol) were dissolved in dimethylformamide (5 ml) and the resulting mixture was stirred at 40° C. for 16 hours. The solvent was evaporated under reduced pressure and then the residue was purified by preparative HPLC (column, NOMURA Develosil Combi-RP-5; ...